This data is from the Open Reaction Database (ORD), a public repository of structured organic reaction records. The task is: describe an organic reaction: reactants, conditions, products, and yield Reactants: NCC1=CC=NC=C1 (4-Amino methyl pyridine), C(#N)NC(OC1=CC(=CC=C1)C)=N (N-cyano-O-(m-cresyl)pseudourea), [Cl-].[Na+] (sodium chloride). Run in C(C)(C)O (isopropanol). Conditions: temperature 5 celsius, time 8 hour. Product: C(#N)NC(=N)NCC1=CC=NC=C1 (1-Cyano-3-(4-pyridylmethyl)-guanidine). RXN SMILES: [NH2:1][CH2:2][C:3]1[CH:8]=[CH:7][N:6]=[CH:5][CH:4]=1.[C:9]([NH:11][C:12](=[NH:21])OC1C=CC=C(C)C=1)#[N:10].[Cl-].[Na+]>C(O)(C)C>[C:9]([NH:11][C:12]([NH:1][CH2:2][C:3]1[CH:8]=[CH:7][N:6]=[CH:5][CH:4]=1)=[NH:21])#[N:10] |f:2.3|. Reported procedure: 4-Amino methyl pyridine (16.22 g) is added to a stirred suspension of N-cyano-O-(m-cresyl)pseudourea (27.51 g) in 200 ml of isopropanol. The mixture is heated to boiling and refluxed for five hours. The reaction mixture is filtered and the filtrate evaporated under reduced pressure. The residue is stirred in 250 ml of chloroform overnight, the solvent removed under reduced pressure, treated with 250 ml of diethyl ether, the ether decanted and the residual gum treated with 200 ml of 5% HCl and st... Reactants: N1=CC=C(C=C1)SCCCC#N (4-(4-pyridylthio)butanenitrile). Run in B (borane), O1CCCC1 (tetrahydrofuran). Procedure: A solution of 14.35 g of 4-(4-pyridylthio)butanenitrile in 280 ml of 1 Molar borane in tetrahydrofuran was stirred over night at room temperature. The excess reagent was quenched by the careful addition of 100 ml of methanol. The reaction mixture was evaporated to dryness, diluted with 200 ml of methanol, evaporated, diluted with 100 ml of 6N hydrochloric acid and allowed to stand at room temperature for 72 hours. The resulting mixture was made strongly basic with 50% sodium hydroxide and was ex... As a reaction SMILES: [N:1]1[CH:6]=[CH:5][C:4]([S:7][CH2:8][CH2:9][CH2:10][C:11]#[N:12])=[CH:3][CH:2]=1>B.O1CCCC1>[N:1]1[CH:6]=[CH:5][C:4]([S:7][CH2:8][CH2:9][CH2:10][CH2:11][NH2:12])=[CH:3][CH:2]=1. Run at time 72 hour. The product is N1=CC=C(C=C1)SCCCCN (4-(4-pyridylthio)butanamine). Yield: 86.0%. The product is Cn1cc(-c2cc(OCc3ccccc3)c3ccnn3c2)cn1. Reactants: F[B-](F)(F)F, CC(C)(C)[PH+](C(C)(C)C)C(C)(C)C, Brc1cc(OCc2ccccc2)c2ccnn2c1, Cn1cc(B2OC(C)(C)C(C)(C)O2)cn1, CCOC(C)=O, [F-], [K+], O=C(C=Cc1ccccc1)C=Cc1ccccc1, CN(C)C=O, O=C(C=Cc1ccccc1)C=Cc1ccccc1, O=C(C=Cc1ccccc1)C=Cc1ccccc1, [Pd], [Pd]. Reaction SMILES: [B-:36]([F:37])([F:38])([F:39])[F:40].[C:41]([PH+:42]([C:43]([CH3:44])([CH3:45])[CH3:46])[C:47]([CH3:48])([CH3:49])[CH3:50])([CH3:51])([CH3:52])[CH3:53].[CH2:1]([c:2]1[cH:3][cH:4][cH:5][cH:6][cH:7]1)[O:8][c:9]1[c:10]2[n:11]([cH:12][c:13]([Br:15])[cH:14]1)[n:16][cH:17][cH:18]2.[CH3:19][n:20]1[n:21][cH:22][c:23]([B:25]2[O:26][C:27]([CH3:28])([CH3:29])[C:30]([CH3:31])([CH3:32])[O:33]2)[cH:24]1.[CH3:59][CH2:60][O:61][C:62](=[O:63])[CH3:64].[F-:34].[K+:35].[O:103]=[C:104]([CH:105]=[CH:106][c:107]1[cH:108][cH:109][cH:110][cH:111][cH:112]1)[CH:113]=[CH:114][c:115]1[cH:116][cH:117][cH:118][cH:119][cH:120]1.[O:54]=[CH:55][N:56]([CH3:57])[CH3:58].[O:67]=[C:68]([CH:69]=[CH:70][c:71]1[cH:72][cH:73][cH:74][cH:75][cH:76]1)[CH:77]=[CH:78][c:79]1[cH:80][cH:81][cH:82][cH:83][cH:84]1.[O:85]=[C:86]([CH:87]=[CH:88][c:89]1[cH:90][cH:91][cH:92][cH:93][cH:94]1)[CH:95]=[CH:96][c:97]1[cH:98][cH:99][cH:100][cH:101][cH:102]1.[Pd:65].[Pd:66]>>[CH2:1]([c:2]1[cH:3][cH:4][cH:5][cH:6][cH:7]1)[O:8][c:9]1[c:10]2[n:11]([cH:12][c:13](-[c:23]3[cH:22][n:21][n:20]([CH3:19])[cH:24]3)[cH:14]1)[n:16][cH:17][cH:18]2. Reactants: C(C)(=O)[O-].[Na+] (sodium acetate), C=O (formaldehyde), C(#N)[BH3-].[Na+] (sodium cyanoborohydride), OCC1CN(CCN1)C(=O)OC(C)(C)C (tert-butyl 3-(hydroxymethyl)piperazine-1-carboxylate), C(=O)(O)[O-].[Na+] (NaHCO3). Solvent: CO (MeOH). Conditions: time 1 hour. Yields the product OCC1CN(CCN1C)C(=O)OC(C)(C)C (tert-Butyl 3-(hydroxymethyl)-4-methylpiperazine-1-carboxylate). Isolated yield 58.2%. RXN SMILES: [C:1]([O-])(=O)C.[Na+].C=O.C([BH3-])#N.[Na+].[OH:12][CH2:13][CH:14]1[NH:19][CH2:18][CH2:17][N:16]([C:20]([O:22][C:23]([CH3:26])([CH3:25])[CH3:24])=[O:21])[CH2:15]1.C([O-])(O)=O.[Na+]>CO>[OH:12][CH2:13][CH:14]1[N:19]([CH3:1])[CH2:18][CH2:17][N:16]([C:20]([O:22][C:23]([CH3:26])([CH3:25])[CH3:24])=[O:21])[CH2:15]1 |f:0.1,3.4,6.7|. Procedure: 0.303 g of sodium acetate, 0.375 g of formaldehyde and 0.218 g of sodium cyanoborohydride are added to a solution of 0.5 g of tert-butyl 3-(hydroxymethyl)piperazine-1-carboxylate in 50 ml of MeOH and stirred for 1 hour at RT. A saturated solution of NaHCO3 is added, it is extracted with DCM, the organic phase is dried over Na2SO4 and the solvent is evaporated under vacuum. The residue is chromatographed on silica gel, eluting with DCM/MeOH mixture. 0.31 g of the expected compound is obtained. The reactants are ClC=1N=C(C2=C(N1)SC(=C2)CN2CCN(CC2)C(=O)N(C)C)N2CCOCC2 (4-((2-Chloro-4-morpholinothieno[2,3-d]pyrimidin-6-yl)methyl)-N,N-dimethylpiperazine-1-carboxamide), N1=CN=CC(=C1)B(O)O (pyrimidine-5-boronic acid). Yields the product CN(C(=O)N1CCN(CC1)CC1=CC2=C(N=C(N=C2N2CCOCC2)C=2C=NC=NC2)S1)C (N,N-dimethyl-4-((4-morpholino-2-(pyrimidin-5-yl)thieno[2,3-d]pyrimidin-6-yl)methyl)piperazine-1-carboxamide). RXN SMILES: Cl[C:2]1[N:3]=[C:4]([N:23]2[CH2:28][CH2:27][O:26][CH2:25][CH2:24]2)[C:5]2[CH:10]=[C:9]([CH2:11][N:12]3[CH2:17][CH2:16][N:15]([C:18]([N:20]([CH3:22])[CH3:21])=[O:19])[CH2:14][CH2:13]3)[S:8][C:6]=2[N:7]=1.[N:29]1[CH:34]=[C:33](B(O)O)[CH:32]=[N:31][CH:30]=1>>[CH3:21][N:20]([CH3:22])[C:18]([N:15]1[CH2:16][CH2:17][N:12]([CH2:11][C:9]2[S:8][C:6]3[N:7]=[C:2]([C:33]4[CH:34]=[N:29][CH:30]=[N:31][CH:32]=4)[N:3]=[C:4]([N:23]4[CH2:28][CH2:27][O:26][CH2:25][CH2:24]4)[C:5]=3[CH:10]=2)[CH2:13][CH2:14]1)=[O:19]. Procedure: 4-((2-Chloro-4-morpholinothieno[2,3-d]pyrimidin-6-yl)methyl)-N,N-dimethylpiperazine-1-carboxamide was reacted with pyrimidine-5-boronic acid in General Procedure A. Purification on silica yielded 268. NMR (CDCl3): 2.55-2.57 (m, 4H, 2×CH2), 2.84 (s, 6H, 2×CH3), 3.31-3.33 (m, 4H, 2×CH2), 3.80 (s, 2H, CH2), 3.90-3.92 (m, 4H, 2×CH2), 3.99-4.02 (m, 4H, 2×CH2), 7.19 (s, H, ArH), 9.28 (s, H, ArH), 9.69 (s, 2H, 2×ArH). MS: (ESI+): MH+=469.24